Dataset: the Open Reaction Database (ORD), a public repository of structured organic reaction records. Task: describe an organic reaction: reactants, conditions, products, and yield Solvent: CN(C=O)C (dimethylformamide). Procedure details: 2-(1-Methyl-5-nitroimidazol-2-yl)-4-chloromethylthiazole (0.7 mole) and anhydrous sodium acetate (2.5 mole) were mixed with dimethylformamide and heated for 31/2 hours. The reaction mixture was poured on to 21/2 liters of ice/water slurry and stirred. The product was collected, washed in water, dried dissolved in boiling benzene and filtered. The filtrate was evaporated to dryness to give 2-(1-methyl-5-nitroimidazol-2-yl)-4-acetoxymethylthiazole. Reactants: CN1C(=NC=C1[N+](=O)[O-])C=1SC=C(N1)CCl (2-(1-Methyl-5-nitroimidazol-2-yl)-4-chloromethylthiazole), C(C)(=O)[O-].[Na+] (sodium acetate), ice water. Product: CN1C(=NC=C1[N+](=O)[O-])C=1SC=C(N1)COC(C)=O (2-(1-methyl-5-nitroimidazol-2-yl)-4-acetoxymethylthiazole). RXN SMILES: [CH3:1][N:2]1[C:6]([N+:7]([O-:9])=[O:8])=[CH:5][N:4]=[C:3]1[C:10]1[S:11][CH:12]=[C:13]([CH2:15]Cl)[N:14]=1.[C:17]([O-:20])(=[O:19])[CH3:18].[Na+]>CN(C)C=O>[CH3:1][N:2]1[C:6]([N+:7]([O-:9])=[O:8])=[CH:5][N:4]=[C:3]1[C:10]1[S:11][CH:12]=[C:13]([CH2:15][O:20][C:17](=[O:19])[CH3:18])[N:14]=1 |f:1.2|. Starting materials: C(CCC)Br (n-Butyl bromide), [K] (potassium), FC=1C(NC(NC1)=O)=S (5-fluoro-4-thiouracil). Run in CN(C=O)C (dimethylformamide). Reaction conditions: time 3 day. Yields the product C(CCC)SC1=NC(NC=C1F)=O (4-Butylthio-5-fluoropyrimid-2-one). Isolated yield 20.0%. As a reaction SMILES: [CH2:1](Br)[CH2:2][CH2:3][CH3:4].[K].[F:7][C:8]1[C:9](=[S:15])[NH:10][C:11](=[O:14])[NH:12][CH:13]=1>CN(C)C=O>[CH2:1]([S:15][C:9]1[C:8]([F:7])=[CH:13][NH:12][C:11](=[O:14])[N:10]=1)[CH2:2][CH2:3][CH3:4] |^1:5|. Procedure details: n-Butyl bromide (0.007 mol) was added to a solution of the potassium salt of 5-fluoro-4-thiouracil (0.006 mol) in dimethylformamide (30 ml) and the reaction mixture was stirred at room temperature for 3 days before evaporation at reduced pressure (1 mm Hg). The desired product was isolated from the residue by preparative paper chromatography (Whatman No. 3) using butanol:ethanol:ammonia:water (4:1:2:1); yield 20%, m.p. 113° C. (H2O). (Found: C, 47.20; H, 5.30. Calc. for C8H11FN2OS: C, 47.52; H, ...